The task is: describe an organic reaction: reactants, conditions, products, and yield. This data is from the Open Reaction Database (ORD), a public repository of structured organic reaction records. The reactants are ClCC(=O)NC=1C2=CC=CC=C2N=C2CCCCC12 (9-chloroacetylamino-1,2,3,4-tetrahydroacridine), C(C)OC([C@@H](N)C)=O (L-alanine ethyl ester), C(Cl)(Cl)Cl (chloroform). Run in O (water). Conditions: time 30 minute. Yields the product C(C)OC([C@@H](NCC(=O)NC=1C2=CC=CC=C2N=C2CCCCC12)C)=O (N-[(1,2,3,4-tetrahydroacridin-9-yl)aminocarbonylmethyl]-L-alanine ethyl ester). Yield: 91.2%. As a reaction SMILES: Cl[CH2:2][C:3]([NH:5][C:6]1[C:7]2[C:12]([N:13]=[C:14]3[C:19]=1[CH2:18][CH2:17][CH2:16][CH2:15]3)=[CH:11][CH:10]=[CH:9][CH:8]=2)=[O:4].[CH2:20]([O:22][C:23](=[O:27])[C@H:24]([CH3:26])[NH2:25])[CH3:21].C(Cl)(Cl)Cl>O>[CH2:20]([O:22][C:23](=[O:27])[C@H:24]([CH3:26])[NH:25][CH2:2][C:3]([NH:5][C:6]1[C:7]2[C:12]([N:13]=[C:14]3[C:19]=1[CH2:18][CH2:17][CH2:16][CH2:15]3)=[CH:11][CH:10]=[CH:9][CH:8]=2)=[O:4])[CH3:21]. Reported procedure: To 5 g of 9-chloroacetylamino-1,2,3,4-tetrahydroacridine, was added 22 g of L-alanine ethyl ester and the reaction was continued for 30 minutes at 100° C. After cooled to room temperature, the reaction mixture was added with 100 ml of chloroform and 100 ml of water and stirred. The chloroform layer was dried over anhydrous sodium sulfate and purified by silica gel column chromatography (chloroform-methanol), followed by recrystallization from chloroform-n-hexane to obtain 5.9 g of the titled com... Reactants: C(=O)C=1C(=NN(C1SCC(=O)OCC)C)C (ethyl [(4-formyl-1,3-dimethyl-1H-pyrazol-5-yl)sulfanyl]acetate), CO (methanol), Cl (Hydrochloric acid), Example 2, [OH-].[Na+] (sodium hydroxide). Solvent: O1CCCC1 (tetrahydrofuran). Run at time 2 hour. The product is C(=O)C=1C(=NN(C1SCC(=O)O)C)C ([(4-Formyl-1,3-dimethyl-1H-pyrazol-5-yl)sulfanyl]acetic acid). Isolated yield 58.0%. As a reaction SMILES: [CH:1]([C:3]1[C:4]([CH3:16])=[N:5][N:6]([CH3:15])[C:7]=1[S:8][CH2:9][C:10]([O:12]CC)=[O:11])=[O:2].[OH-].[Na+].CO.Cl>O1CCCC1>[CH:1]([C:3]1[C:4]([CH3:16])=[N:5][N:6]([CH3:15])[C:7]=1[S:8][CH2:9][C:10]([OH:12])=[O:11])=[O:2] |f:1.2|. Procedure: A mixture of ethyl [(4-formyl-1,3-dimethyl-1H-pyrazol-5-yl)sulfanyl]acetate obtained in Reference Example 2 (2.12 g), 8 M sodium hydroxide solution (5 mL), methanol (50 mL), and tetrahydrofuran (50 mL) was stirred at room temperature for 2 h. 6 M Hydrochloric acid solution was added to the reaction solution, and the mixture was extracted with ethyl acetate. The ethyl acetate layer was washed with saturated brine, and dried over anhydrous magnesium sulfate. The solvent was evaporated under reduce... Starting materials: enol ester, C(C1=CC=CC=C1)(=O)OC1=CC(CCC1)=O (3-(benzoyloxy)-2-cyclohexen-1-one), C([O-])([O-])=O.[K+].[K+] (potassium carbonate), N1N=CN=C1 (1,2,4-triazole), C(C)#N (acetonitrile). Conditions: time 2 hour. Yields the product C(C1=CC=CC=C1)(=O)C1C(CCCC1=O)=O (2-benzoyl-1,3-cyclohexanedione), C(C1=CC=CC=C1)(=O)C=1N=NNC1 (benzoyl triazole). As a reaction SMILES: [C:1]([O:9][C:10]1[CH2:15][CH2:14][CH2:13][C:12](=[O:16])[CH:11]=1)(=O)[C:2]1[CH:7]=[CH:6][CH:5]=[CH:4][CH:3]=1.[C:17](=[O:20])([O-])[O-].[K+].[K+].[NH:23]1[CH:27]=NC=[N:24]1.[C:28](#[N:30])[CH3:29]>>[C:17]([CH:11]1[C:12](=[O:16])[CH2:13][CH2:14][CH2:15][C:10]1=[O:9])(=[O:20])[C:29]1[CH:28]=[CH:4][CH:3]=[CH:2][CH:1]=1.[C:1]([C:28]1[N:30]=[N:24][NH:23][CH:27]=1)(=[O:9])[C:2]1[CH:3]=[CH:4][CH:5]=[CH:6][CH:7]=1 |f:1.2.3|. Reported procedure: 3-(benzoyloxy)-2-cyclohexen-1-one (2.32 g), potassium carbonate (1.99 g), 1,2,4-triazole (0.034 g) and acetonitrile (20 ml) were placed in a 50 ml round-bottomed flask containing a magnetic follower. The flask was stoppered and placed in a 35° C. thermostatted bath. The white suspension/solution in the flask was then stirred rapidly and periodically the stirring was stopped for HPLC analysis samples to be taken. After 2 hours the reaction mixture had turned yellow and 45% of the enol ester had r... Reported procedure: To a solution of (1,6-dihydroxy-4-methoxymethyl-1,3-dihydro-benzo[c][1,2]oxaborol-3-yl)-acetic acid ethyl ester (0.20 g, 0.67 mmol) in THF (6 mL) and H2O (2 mL) was added LiOH (0.130 g) at 0° C. The resulting mixture was stirred at room temperature for 2 hours then cooled to 0° C. and acidified to pH 3 with 6N HCl. The mixture was concentrated in vacuo and the residue was purified by preparative HPLC to give (1,6-dihydroxy-4-methoxymethyl-1,3-dihydro-benzo[c][1,2]oxaborol-3-yl)-acetic acid (0.12... Reaction conditions: time 2 hour. Run in C1CCOC1 (THF), O (H2O). The product is OB1OC(C2=C1C=C(C=C2COC)O)CC(=O)O ((1,6-dihydroxy-4-methoxymethyl-1,3-dihydro-benzo[c][1,2]oxaborol-3-yl)-acetic acid). Reactants: C(C)OC(CC1C2=C(B(O1)O)C=C(C=C2COC)O)=O ((1,6-dihydroxy-4-methoxymethyl-1,3-dihydro-benzo[c][1,2]oxaborol-3-yl)-acetic acid ethyl ester), [Li+].[OH-] (LiOH), Cl (HCl). Yield: 71.1%. As a reaction SMILES: C([O:3][C:4](=[O:20])[CH2:5][CH:6]1[O:10][B:9]([OH:11])[C:8]2[CH:12]=[C:13]([OH:19])[CH:14]=[C:15]([CH2:16][O:17][CH3:18])[C:7]1=2)C.[Li+].[OH-].Cl>C1COCC1.O>[OH:11][B:9]1[C:8]2[CH:12]=[C:13]([OH:19])[CH:14]=[C:15]([CH2:16][O:17][CH3:18])[C:7]=2[CH:6]([CH2:5][C:4]([OH:20])=[O:3])[O:10]1 |f:1.2|. The product is C(=O)(O)CCC(C(=O)OC1=C(C=CC(=C1)Cl)OC1=C(C=C(C=C1)Cl)Cl)(C)C (5-chloro-2-(2,4-dichlorophenoxy)phenyl 4-carboxy-2,2-dimethylbutyrate). Starting materials: C1=CC(=C(C=C1Cl)O)OC=2C=CC(=CC2Cl)Cl (triclosan), CC1(C(=O)OC(CC1)=O)C (2,2-dimethylglutaric anhydride), anhydride. Procedure: A mixture of triclosan (29.0 g.), triethylamine (15 ml.) and 2,2-dimethylglutaric anhydride (20 g.) was heated at 80° C. for 5 hours. A further quantity (2.0 g.) of anhydride and triethylamine (1 ml.) were added and heating continued for 24 hours. The mixture was cooled to ambient temperature, washed with 2M hydrochloric acid (100 ml.), then with water (3×80 ml.) and dried (MgSO4). The solution obtained was evaporated. The brown residual oil was dissolved in hot cyclohexane. The solution on cool... Solvent: C(C)N(CC)CC (triethylamine), C(C)N(CC)CC (triethylamine). Run at temperature 80 celsius, time 24 hour. RXN SMILES: [CH:1]1[C:6]([Cl:7])=[CH:5][C:4]([OH:8])=[C:3]([O:9][C:10]2[CH:11]=[CH:12][C:13]([Cl:17])=[CH:14][C:15]=2[Cl:16])[CH:2]=1.[CH3:18][C:19]1([CH3:27])[CH2:25][CH2:24][C:23](=[O:26])[O:22][C:20]1=[O:21]>C(N(CC)CC)C>[C:23]([CH2:24][CH2:25][C:19]([CH3:27])([CH3:18])[C:20]([O:8][C:4]1[CH:5]=[C:6]([Cl:7])[CH:1]=[CH:2][C:3]=1[O:9][C:10]1[CH:11]=[CH:12][C:13]([Cl:17])=[CH:14][C:15]=1[Cl:16])=[O:21])([OH:26])=[O:22]. The reactants are [BH4-].[Na+] (sodium borohydride), C1(=CC=CC=C1)C(=O)C1=CC=C(C=C1)Cl (phenyl-(4-chlorophenyl)-ketone), ketone. Run in CO (methanol), O1CCCC1 (tetrahydrofuran). The product is ClC1=CC=C(C=C1)C(C1=CC=CC=C1)O (α-(4-chlorophenyl)-benzyl alcohol). Isolated yield 93.4%. RXN SMILES: [C:1]1([C:7]([C:9]2[CH:14]=[CH:13][C:12]([Cl:15])=[CH:11][CH:10]=2)=[O:8])[CH:6]=[CH:5][CH:4]=[CH:3][CH:2]=1.[BH4-].[Na+]>O1CCCC1.CO>[Cl:15][C:12]1[CH:11]=[CH:10][C:9]([CH:7]([OH:8])[C:1]2[CH:6]=[CH:5][CH:4]=[CH:3][CH:2]=2)=[CH:14][CH:13]=1 |f:1.2|. Reported procedure: 15.2 g (0.07 mole) of phenyl-(4-chlorophenyl)-ketone are dissolved in 30 ml of tetrahydrofuran and 10 ml of methanol. 1.32 g (0.035 mole) of sodium borohydride are gradually added, with stirring, and the exothermic reaction is maintained between 25° and 30° C. by cooling. After one hour ketone can no longer be detected by thin layer chromatography. The mixture is then extracted with water and chloroform, the chloroform is dried with sodium sulfate and removed in a rotary evaporator. The crude yi... Reactants: ClC1=NC=CC=C1[N+](=O)[O-] (2-Chloro-3-nitropyridine), N1=C(C=CC=C1)N (pyridine-2-ylamine). The solvent is CN(C)C=O (DMF). Product: [N+](=O)([O-])C=1C(=NC=CC1)NC1=NC=CC=C1 ((3-Nitro-pyridin-2-yl)-pyridin-2-yl-amine). Isolated yield 36.0%. RXN SMILES: Cl[C:2]1[C:7]([N+:8]([O-:10])=[O:9])=[CH:6][CH:5]=[CH:4][N:3]=1.[N:11]1[CH:16]=[CH:15][CH:14]=[CH:13][C:12]=1[NH2:17]>CN(C=O)C>[N+:8]([C:7]1[C:2]([NH:17][C:12]2[CH:13]=[CH:14][CH:15]=[CH:16][N:11]=2)=[N:3][CH:4]=[CH:5][CH:6]=1)([O-:10])=[O:9]. Reported procedure: 2-Chloro-3-nitropyridine (3.42 g, 21.60 mmol) and pyridine-2-ylamine (6.09 g, 0.65 mol) in DMF (20 mL) were stirred together at 80° C. for 18 h. The reaction mixture was concentrated in vacuo and the residue purified by chromatography (SiO2 0-5% methanol in DCM) to give the title compound as an orange solid (1.68 g, 36%). LCMS (method H): Rt 1.45 min, [M+H]+ 217. Starting materials: [N+](#[C-])C(CC)S(=O)(=O)C1=CC=C(C=C1)C (1-(1-isocyanopropylsulfonyl)-4-methylbenzene), BrC=1C=CC(=NC1)C=O (5-bromopicolinaldehyde), C(=O)([O-])[O-].[K+].[K+] (K2CO3). The solvent is CO (MeOH). Product: BrC=1C=CC(=NC1)C1=C(N=CO1)CC (5-(5-bromopyridin-2-yl)-4-ethyloxazole). Yield: 87.8%. Reaction SMILES: [N+:1]([CH:3](S(C1C=CC(C)=CC=1)(=O)=O)[CH2:4][CH3:5])#[C-:2].[Br:16][C:17]1[CH:18]=[CH:19][C:20]([CH:23]=[O:24])=[N:21][CH:22]=1.C([O-])([O-])=O.[K+].[K+]>CO>[Br:16][C:17]1[CH:18]=[CH:19][C:20]([C:23]2[O:24][CH:2]=[N:1][C:3]=2[CH2:4][CH3:5])=[N:21][CH:22]=1 |f:2.3.4|. Reported procedure: A mixture of 1-(1-isocyanopropylsulfonyl)-4-methylbenzene (1.98 g, 8.87 mmol), 5-bromopicolinaldehyde (1.65 g, 8.87 mmol), and K2CO3 (1.47 g, 10.6 mmol) in MeOH (45 mL) was heated at reflux overnight. The reaction was cooled to ambient temperature and concentrated in vacuo. Water was added to the residue and the product was extracted with EtOAc. The combined organic extract was washed with brine, dried (Na2SO4), filtered, and concentrated in vacuo. The crude product was chromatographed on silica... Starting materials: FC1=NC=CC=C1C1=CC(=CN1)CN(C(OC(C)(C)C)=O)C (tert-butyl {[5-(2-fluoropyridin-3-yl)-1H-pyrrol-3-yl]methyl}methylcarbamate), C(#N)C=1C=C(C=CC1)S(=O)(=O)Cl (3-cyanobenzenesulfonyl chloride). Yields the product C(#N)C=1C=C(C=CC1)S(=O)(=O)N1C=C(C=C1C=1C(=NC=CC1)F)CN(C(OC(C)(C)C)=O)C (tert-butyl ({1-[(3-cyanophenyl)sulfonyl]-5-(2-fluoropyridin-3-yl)-1H-pyrrol-3-yl}methyl)methylcarbamate), oil. The yield is 95.0%. Reaction SMILES: [F:1][C:2]1[C:7]([C:8]2[NH:12][CH:11]=[C:10]([CH2:13][N:14]([CH3:22])[C:15](=[O:21])[O:16][C:17]([CH3:20])([CH3:19])[CH3:18])[CH:9]=2)=[CH:6][CH:5]=[CH:4][N:3]=1.[C:23]([C:25]1[CH:26]=[C:27]([S:31](Cl)(=[O:33])=[O:32])[CH:28]=[CH:29][CH:30]=1)#[N:24]>>[C:23]([C:25]1[CH:26]=[C:27]([S:31]([N:12]2[C:8]([C:7]3[C:2]([F:1])=[N:3][CH:4]=[CH:5][CH:6]=3)=[CH:9][C:10]([CH2:13][N:14]([CH3:22])[C:15](=[O:21])[O:16][C:17]([CH3:18])([CH3:19])[CH3:20])=[CH:11]2)(=[O:33])=[O:32])[CH:28]=[CH:29][CH:30]=1)#[N:24]. Procedure details: By an operation similar to that in Reference Example 32 and using tert-butyl {[5-(2-fluoropyridin-3-yl)-1H-pyrrol-3-yl]methyl}methylcarbamate (305 mg), and 3-cyanobenzenesulfonyl chloride (318 mg), the title compound was obtained as a colorless oil (yield 447 mg, 95%). Starting materials: C(C)(C)(C)ON=C1C=C(OC2=CC(=CC=C12)OCCCCl)C1=CC=2N(C=N1)C=CC2 (7-(3-Chloro-propoxy)-2-pyrrolo[1,2-c]pyrimidin-3-yl-chromen-4-one O-tert-butyl oxime), N1CCOCC1 (morpholine). The product is C(C)(C)(C)ON=C1C=C(OC2=CC(=CC=C12)OCCCN1CCOCC1)C1=CC=2N(C=N1)C=CC2 (7-(3-Morpholin-4-yl-propoxy)-2-pyrrolo[1,2-c]pyrimidin-3-yl-chromen-4-one O-tert-butyl-oxime). Yield: 55.0%. RXN SMILES: [C:1]([O:5][N:6]=[C:7]1[C:16]2[C:11](=[CH:12][C:13]([O:17][CH2:18][CH2:19][CH2:20]Cl)=[CH:14][CH:15]=2)[O:10][C:9]([C:22]2[N:27]=[CH:26][N:25]3[CH:28]=[CH:29][CH:30]=[C:24]3[CH:23]=2)=[CH:8]1)([CH3:4])([CH3:3])[CH3:2].[NH:31]1[CH2:36][CH2:35][O:34][CH2:33][CH2:32]1>>[C:1]([O:5][N:6]=[C:7]1[C:16]2[C:11](=[CH:12][C:13]([O:17][CH2:18][CH2:19][CH2:20][N:31]3[CH2:36][CH2:35][O:34][CH2:33][CH2:32]3)=[CH:14][CH:15]=2)[O:10][C:9]([C:22]2[N:27]=[CH:26][N:25]3[CH:28]=[CH:29][CH:30]=[C:24]3[CH:23]=2)=[CH:8]1)([CH3:4])([CH3:3])[CH3:2]. Procedure: 7-(3-Morpholin-4-yl-propoxy)-2-pyrrolo[1,2-c]pyrimidin-3-yl-chromen-4-one O-tert-butyl-oxime was prepared in 55% yield using the method described in example 87A, starting from 7-(3-Chloro-propoxy)-2-pyrrolo[1,2-c]pyrimidin-3-yl-chromen-4-one O-tert-butyl oxime (example 143B) and morpholine.